The task is: describe an organic reaction: reactants, conditions, products, and yield. This data is from the Open Reaction Database (ORD), a public repository of structured organic reaction records. Procedure details: Following the procedure for Example 101 starting from tert-butyl ((3S,4R,7S)-7-(4-(2-bromothiazole-4-carboxamido)-1-methyl-1H-pyrazol-5-yl)-3-fluorooxepan-4-yl)carbamate (Intermediate 99), and replacing 3,6-dihydro-2H-pyran-4-boronic acid pinacol ester with (3,5-dimethylisoxazol-4-yl)boronic acid gave 234. 1H NMR (400 MHz, DMSO-d6) δ 9.57 (s, 1H), 8.47 (s, 1H), 7.78 (s, 1H), 4.82 (dd, J=10.8, 3.6 Hz, 1H), 4.56-4.32 (m, 1H), 4.25-3.93 (m, 2H), 3.79 (s, 3H), 3.27-3.13 (m, 1H), 2.74 (s, 3H), 2.53 (... The reactants are BrC=1SC=C(N1)C(=O)NC=1C=NN(C1[C@@H]1CC[C@H]([C@@H](CO1)F)NC(OC(C)(C)C)=O)C (tert-butyl ((3S,4R,7S)-7-(4-(2-bromothiazole-4-carboxamido)-1-methyl-1H-pyrazol-5-yl)-3-fluorooxepan-4-yl)carbamate), BrC=1SC=C(N1)C(=O)NC=1C=NN(C1[C@@H]1CC[C@H]([C@@H](CO1)F)NC(OC(C)(C)C)=O)C (tert-butyl ((3S,4R,7S)-7-(4-(2-bromothiazole-4-carboxamido)-1-methyl-1H-pyrazol-5-yl)-3-fluorooxepan-4-yl)carbamate), CC1=NOC(=C1B(O)O)C ((3,5-dimethylisoxazol-4-yl)boronic acid). Product: N[C@@H]1CC[C@H](OC[C@H]1F)C1=C(C=NN1C)NC(=O)C=1N=C(SC1)C=1C(=NOC1C)C (N-(5-((2S,5R,6S)-5-amino-6-fluorooxepan-2-yl)-1-methyl-1H-pyrazol-4-yl)-2-(3,5-dimethylisoxazol-4-yl)thiazole-4-carboxamide). As a reaction SMILES: Br[C:2]1[S:3][CH:4]=[C:5]([C:7]([NH:9][C:10]2[CH:11]=[N:12][N:13]([CH3:31])[C:14]=2[C@H:15]2[O:21][CH2:20][C@@H:19]([F:22])[C@H:18]([NH:23]C(=O)OC(C)(C)C)[CH2:17][CH2:16]2)=[O:8])[N:6]=1.[CH3:32][C:33]1[C:37](B(O)O)=[C:36]([CH3:41])[O:35][N:34]=1>>[NH2:23][C@H:18]1[C@H:19]([F:22])[CH2:20][O:21][C@H:15]([C:14]2[N:13]([CH3:31])[N:12]=[CH:11][C:10]=2[NH:9][C:7]([C:5]2[N:6]=[C:2]([C:37]3[C:33]([CH3:32])=[N:34][O:35][C:36]=3[CH3:41])[S:3][CH:4]=2)=[O:8])[CH2:16][CH2:17]1. Reactants: ClC1=NC2=CC=CC=C2C(=N1)Cl (2,4-dichloroquinazoline), C(C1=CC=CC=C1)N (benzylamine), CC1=NNC(=C1)C (3,5-dimethylpyrazole). Yields the product Cl.C(C1=CC=CC=C1)NC1=NC(=NC2=CC=CC=C12)N1N=C(C=C1C)C (Benzyl-[2-(3,5-dimethyl-pyrazol-1-yl)-quinazolin-4-yl]-amine, Hydrochloride). Reaction SMILES: [Cl:1][C:2]1[N:11]=[C:10](Cl)[C:9]2[C:4](=[CH:5][CH:6]=[CH:7][CH:8]=2)[N:3]=1.[CH2:13]([NH2:20])[C:14]1[CH:19]=[CH:18][CH:17]=[CH:16][CH:15]=1.[CH3:21][C:22]1[CH:26]=[C:25]([CH3:27])[NH:24][N:23]=1>>[ClH:1].[CH2:13]([NH:20][C:10]1[C:9]2[C:4](=[CH:5][CH:6]=[CH:7][CH:8]=2)[N:3]=[C:2]([N:23]2[C:22]([CH3:21])=[CH:26][C:25]([CH3:27])=[N:24]2)[N:11]=1)[C:14]1[CH:19]=[CH:18][CH:17]=[CH:16][CH:15]=1 |f:3.4|. Procedure: Was prepared according to Method A from 2,4-dichloroquinazoline, benzylamine and 3,5-dimethylpyrazole. Mp. 160.2° C. Reactants: Cl (hydrochloric acid), Cl (HCl), [OH-].[Na+] (sodium hydroxide), [N+](=O)([O-])C1=C(CC=2NC=CN2)C=CC=C1 (2-(2nitrobenzyl)imidazole). Reagents/catalysts: [Fe] (iron). The solvent is C(C)O (ethanol), C(C)O (ethanol), C(C)O (ethanol), C(C)O (ethanol). Run at time 1.5 hour. Product: NC1=C(CC=2NC=CN2)C=CC=C1 (2-(2-aminobenzyl)imidazole). RXN SMILES: [N+:1]([C:4]1[CH:15]=[CH:14][CH:13]=[CH:12][C:5]=1[CH2:6][C:7]1[NH:8][CH:9]=[CH:10][N:11]=1)([O-])=O.Cl.[OH-].[Na+]>C(O)C.[Fe]>[NH2:1][C:4]1[CH:15]=[CH:14][CH:13]=[CH:12][C:5]=1[CH2:6][C:7]1[NH:11][CH:10]=[CH:9][N:8]=1 |f:2.3|. Procedure: 50% Aqueous ethanol (5,672 ml) and 2,890 g (14.22 moles) of 2-(2nitrobenzyl)imidazole were charged into a 22 liter flask. The suspension was stirred under nitrogen atmosphere and 2,400 g (42.97 moles) of iron powder (100 mesh) were added all at once. The mixture was then warmed to 70° and a solution of 1.7 ml of 12N hydrochloric acid in 8.3 ml absolute ethanol were added. A vigorous exotherm resulted and a strong reflux occurred that persisted for 1.5 hours. When the exotherm subsided, a mixture... Starting materials: C(C(=O)C)(=O)O (pyruvic acid), resultant mixture, O.O.[Sn](Cl)Cl (tin (II) chloride dihydrate), FC1=C(N)C=CC(=C1)F (2,4-difluoroaniline), N(=O)[O-].[Na+] (sodium nitrite), resultant suspension. Run in O (water), O (Water), Cl (hydrochloric acid), Cl (hydrochloric acid), O (water). Run at temperature -10 celsius, time 1 hour. Yields the product FC1=C(C=CC(=C1)F)NN=C(C(=O)O)C (2-(2,4-difluorophenylhydrazono)propionic acid). Isolated yield 943.2%. Reaction SMILES: [F:1][C:2]1[CH:8]=[C:7]([F:9])[CH:6]=[CH:5][C:3]=1[NH2:4].[N:10]([O-])=O.[Na+].O.O.[Sn](Cl)Cl.[C:19]([OH:24])(=[O:23])[C:20]([CH3:22])=O>Cl.O>[F:1][C:2]1[CH:8]=[C:7]([F:9])[CH:6]=[CH:5][C:3]=1[NH:4][N:10]=[C:20]([CH3:22])[C:19]([OH:24])=[O:23] |f:1.2,3.4.5|. Reported procedure: Under a dry nitrogen atmosphere, a stirred solution of 25.8 g (0.20 mol) of 2,4-difluoroaniline in 235 ml of concentrated hydrochloric acid was cooled to -10° C. While maintaining this temperature, a solution of 13.8 g (0.20 mol) of sodium nitrite in 80 mol of water was added dropwise. After complete addition, the mixture was stirred at -10° C. for one hour. A solution of 101.5 g (0.450 mol) of tin (II) chloride dihydrate in 115 ml of concentrated hydrochloric acid was added dropwise to the cold... The reactants are BrB(Br)Br, O=C([O-])O, COc1cc(C)c(NC(=O)CC(C)(C)C)c(C)c1Cc1ccc(C(C)C)cc1, ClCCl, [Na+]. The product is Cc1cc(O)c(Cc2ccc(C(C)C)cc2)c(C)c1NC(=O)CC(C)(C)C. Reaction SMILES: [B:29]([Br:30])([Br:31])[Br:32].[C:33](=[O:34])([O-:35])[OH:36].[CH:1]([CH3:2])([CH3:3])[c:4]1[cH:5][cH:6][c:7]([CH2:8][c:9]2[c:10]([CH3:26])[c:11]([NH:18][C:19]([CH2:20][C:21]([CH3:22])([CH3:23])[CH3:24])=[O:25])[c:12]([CH3:17])[cH:13][c:14]2[O:15][CH3:16])[cH:27][cH:28]1.[Cl:38][CH2:39][Cl:40].[Na+:37]>>[CH:1]([CH3:2])([CH3:3])[c:4]1[cH:5][cH:6][c:7]([CH2:8][c:9]2[c:10]([CH3:26])[c:11]([NH:18][C:19]([CH2:20][C:21]([CH3:22])([CH3:23])[CH3:24])=[O:25])[c:12]([CH3:17])[cH:13][c:14]2[OH:15])[cH:27][cH:28]1. Reaction conditions: time 3 hour. Reactants: C=1(O)C(O)=CC=CC1 (pyrocatechol), C1CCCC2CCCCC12 (decalin), C(C(C)=C)Cl (methallyl chloride), C([O-])([O-])=O.[Na+].[Na+] (sodium carbonate), S(=O)([O-])S(=O)[O-].[Na+].[Na+] (sodium hydrosulphite). Procedure: A further 72.8 g of pyrocatechol, 616 ml of decalin, 264 ml of ethyl alcohol, 135.8 g of methallyl chloride, 116.6 g of sodium carbonate and 1.8 g of sodium hydrosulphite are added to the previously separated lower phase (140 g) which is constituted essentially by 48.2 g of pyrocatechol and the quaternary ammonium salt. The mixture is heated to 80° under stirring in a nitrogen atmosphere for 3 hours, to obtain practically the same results in o.methallyloxyphenol as obtained in the first cycle. As a reaction SMILES: [C:1]1([C:3](=[CH:5][CH:6]=[CH:7][CH:8]=1)[OH:4])[OH:2].C1[CH:18]2[CH:13]([CH2:14]CCC2)[CH2:12]CC1.C(Cl)C(=C)C.C(=O)([O-])[O-].[Na+].[Na+].S(S([O-])=O)([O-])=O.[Na+].[Na+]>C(O)C>[CH2:14]([O:2][C:1]1[CH:8]=[CH:7][CH:6]=[CH:5][C:3]=1[OH:4])[C:13](=[CH2:12])[CH3:18] |f:3.4.5,6.7.8|. Yields the product C(C(C)=C)OC1=C(C=CC=C1)O (methallyloxyphenol). The solvent is C(C)O (ethyl alcohol). Starting materials: C1(CCCCC1)NC1=NC(=NC=C1C1=NN=NN1C)NC1=CC=C(C=C1)S(=O)(=NC(=O)OCC)C ((RS)—S-(4-{[4-(cyclohexylamino)-5-(1-methyl-1H-tetrazol-5-yl)pyrimidine-2-yl]amino}phenyl)-N-(ethoxycarbonyl)-S-methylsulfoximide), C(C)[O-].[Na+] (sodium ethanolate), [Na+].[Cl-] (NaCl). The solvent is C(C)O (ethanol). Run at temperature 70 celsius, time 18 hour. Product: C1(CCCCC1)NC1=NC(=NC=C1C1=NN=NN1C)NC1=CC=C(C=C1)S(=O)(=N)C ((RS)—S-(4-{[4-(cyclohexylamino)-5-(1-methyl-1H-tetrazol-5-yl)pyrimidine-2-yl]-amino}phenyl)-S-methylsulfoximide). RXN SMILES: [CH:1]1([NH:7][C:8]2[C:13]([C:14]3[N:18]([CH3:19])[N:17]=[N:16][N:15]=3)=[CH:12][N:11]=[C:10]([NH:20][C:21]3[CH:26]=[CH:25][C:24]([S:27]([CH3:35])(=[N:29]C(OCC)=O)=[O:28])=[CH:23][CH:22]=3)[N:9]=2)[CH2:6][CH2:5][CH2:4][CH2:3][CH2:2]1.C([O-])C.[Na+].[Na+].[Cl-]>C(O)C>[CH:1]1([NH:7][C:8]2[C:13]([C:14]3[N:18]([CH3:19])[N:17]=[N:16][N:15]=3)=[CH:12][N:11]=[C:10]([NH:20][C:21]3[CH:22]=[CH:23][C:24]([S:27]([CH3:35])(=[NH:29])=[O:28])=[CH:25][CH:26]=3)[N:9]=2)[CH2:6][CH2:5][CH2:4][CH2:3][CH2:2]1 |f:1.2,3.4|. Procedure details: 12 mg (0.024 mmol) (RS)—S-(4-{[4-(cyclohexylamino)-5-(1-methyl-1H-tetrazol-5-yl)pyrimidine-2-yl]amino}phenyl)-N-(ethoxycarbonyl)-S-methylsulfoximide (Ex. 3.2) in 1.2 ml ethanol are treated with 0.12 mL (0.18 mmol) of a freshly prepared 1.53 molar sodium ethanolate solution and stirred for 18 hrs at 70° C. The mixture is treated with saturated NaCl solution and extracted with THF. The combined organic phases are dried (Na2SO4), filtered and concentrated. The resulting residue is digested with MTB... Reactants: ClCCl, CC(C)(C)OC(=O)NC1CCN(CCn2c(=O)cnc3cc(F)ccc32)CC1, NC1CCN(CCn2c(=O)cnc3ccc(F)cc32)CC1, O=C(O)C(F)(F)F. Product: NC1CCN(CCn2c(=O)cnc3cc(F)ccc32)CC1. RXN SMILES: [Cl:57][CH2:58][Cl:59].[F:1][c:2]1[cH:3][c:4]2[n:5][cH:6][c:7](=[O:28])[n:8]([CH2:12][CH2:13][N:14]3[CH2:15][CH2:16][CH:17]([NH:20][C:21](=[O:22])[O:23][C:24]([CH3:25])([CH3:26])[CH3:27])[CH2:18][CH2:19]3)[c:9]2[cH:10][cH:11]1.[NH2:36][CH:37]1[CH2:38][CH2:39][N:40]([CH2:41][CH2:42][n:43]2[c:44]3[c:45]([cH:46][cH:47][c:48]([F:49])[cH:50]3)[n:51][cH:52][c:53]2=[O:54])[CH2:55][CH2:56]1.[OH:29][C:30]([C:31]([F:32])([F:33])[F:34])=[O:35]>>[F:1][c:2]1[cH:3][c:4]2[n:5][cH:6][c:7](=[O:28])[n:8]([CH2:12][CH2:13][N:14]3[CH2:15][CH2:16][CH:17]([NH2:20])[CH2:18][CH2:19]3)[c:9]2[cH:10][cH:11]1. Starting materials: C1COCCO1, COC(=O)c1cc(Cc2c(C)c(OC)c(OC)c(OC)c2OC)ccc1-c1ccccc1, [Na+], [OH-], O. The product is COc1c(C)c(Cc2ccc(-c3ccccc3)c(C(=O)O)c2)c(OC)c(OC)c1OC. Reaction SMILES: [CH2:35]1[O:36][CH2:37][CH2:38][O:39][CH2:40]1.[CH3:1][O:2][c:3]1[c:4]([CH3:32])[c:5]([CH2:6][c:7]2[cH:8][cH:9][c:10](-[c:17]3[cH:18][cH:19][cH:20][cH:21][cH:22]3)[c:11]([C:12](=[O:13])[O:14][CH3:15])[cH:16]2)[c:23]([O:30][CH3:31])[c:24]([O:28][CH3:29])[c:25]1[O:26][CH3:27].[Na+:34].[OH-:33].[OH2:41]>>[CH3:1][O:2][c:3]1[c:4]([CH3:32])[c:5]([CH2:6][c:7]2[cH:8][cH:9][c:10](-[c:17]3[cH:18][cH:19][cH:20][cH:21][cH:22]3)[c:11]([C:12](=[O:13])[OH:14])[cH:16]2)[c:23]([O:30][CH3:31])[c:24]([O:28][CH3:29])[c:25]1[O:26][CH3:27]. Reactants: BrB(Br)Br, ClCCl, COc1ccc(C(=O)c2ccc(C#N)cc2)cc1F, [Na+], [OH-]. The product is N#Cc1ccc(C(=O)c2ccc(O)c(F)c2)cc1. Reaction SMILES: [B:20]([Br:21])([Br:22])[Br:23].[CH2:26]([Cl:27])[Cl:28].[F:1][c:2]1[cH:3][c:4]([C:5](=[O:6])[c:7]2[cH:8][cH:9][c:10]([C:11]#[N:12])[cH:13][cH:14]2)[cH:15][cH:16][c:17]1[O:18][CH3:19].[Na+:25].[OH-:24]>>[F:1][c:2]1[cH:3][c:4]([C:5](=[O:6])[c:7]2[cH:8][cH:9][c:10]([C:11]#[N:12])[cH:13][cH:14]2)[cH:15][cH:16][c:17]1[OH:18].